Dataset: the Open Reaction Database (ORD), a public repository of structured organic reaction records. Task: describe an organic reaction: reactants, conditions, products, and yield The reactants are ClC1=CC=C(OC(CON=C(C)C)C)C=C1 (acetone O-[2-(4-chloro-phenoxy)-propyl]-oxime), FC(C(=O)O)(F)F (trifluoroacetic acid), 3b. Run in O (water). Yields the product 3b, ClC1=CC=C(OC(CON)C)C=C1 (2-(4-chlorophenoxy)-propoxyamine). Yield: 768.5%. RXN SMILES: [Cl:1][C:2]1[CH:16]=[CH:15][C:5]([O:6][CH:7]([CH3:14])[CH2:8][O:9][N:10]=C(C)C)=[CH:4][CH:3]=1.FC(F)(F)C(O)=O>O>[Cl:1][C:2]1[CH:3]=[CH:4][C:5]([O:6][CH:7]([CH3:14])[CH2:8][O:9][NH2:10])=[CH:15][CH:16]=1. Reported procedure: 10 g (4.13 mmol) of acetone O-[2-(4-chloro-phenoxy)-propyl]-oxime and 31 g of 30% strength aqueous trifluoroacetic acid solution were heated for 83/4 hours at 80° C. at a reduced pressure of 430 mbar, similarly to experiment 3b, 100 g of water being continuously added dropwise to the reaction mixture and a water/acetone mixture being distilled off. The working up similarly to 3b) gave 6.4 g of 2-(4-chlorophenoxy)-propoxyamine in this case. Yield: 76%. Reactants: [Al+3], [Al+3], COc1ccc2c(c1OC)CC(c1ccccc1)CC2=O, C[Si](C)(C)C#N, CCOCC, CC#N, [Cl-], [Cl-], [Cl-], [H-], [H-], [H-], [H-], [Li+], [Na+], [OH-], O. Product: COc1ccc2c(c1OC)CC(c1ccccc1)CC2(O)CN. Reaction SMILES: [Al+3:29].[Al+3:33].[CH3:1][O:2][c:3]1[c:4]2[c:9]([cH:10][cH:11][c:12]1[O:13][CH3:14])[C:8](=[O:15])[CH2:7][CH:6]([c:16]1[cH:17][cH:18][cH:19][cH:20][cH:21]1)[CH2:5]2.[CH3:22][Si:23]([CH3:24])([CH3:25])[C:26]#[N:27].[CH3:40][CH2:41][O:42][CH2:43][CH3:44].[CH3:46][C:47]#[N:48].[Cl-:28].[Cl-:30].[Cl-:31].[H-:32].[H-:35].[H-:36].[H-:37].[Li+:34].[Na+:39].[OH-:38].[OH2:45]>>[CH3:1][O:2][c:3]1[c:4]2[c:9]([cH:10][cH:11][c:12]1[O:13][CH3:14])[C:8]([OH:15])([CH2:26][NH2:27])[CH2:7][CH:6]([c:16]1[cH:17][cH:18][cH:19][cH:20][cH:21]1)[CH2:5]2. The reactants are C(C)(=O)C1=CC2=C(OCC(N2C(C(=O)OCC)C)=O)C=C1F (ethyl 2-(6-acetyl-7-fluoro-3-oxo-2H-benzo[b][1,4]oxazin-4(3H)-yl)propanoate), C(=O)(C(F)(F)F)OC(=O)C(F)(F)F (TFAA), C(=O)(O)[O-].[Na+] (NaHCO3), OO.NC(=O)N (urea hydrogen peroxide). Run in C(Cl)Cl (DCM), C(Cl)Cl (DCM). Conditions: time 10 minute. Product: C(C)(=O)OC1=CC2=C(OCC(N2C(C(=O)OCC)C)=O)C=C1F (ethyl 2-(6-acetoxy-7-fluoro-3-oxo-2H-benzo[b][1,4]oxazin-4(3H)-yl)propanoate). As a reaction SMILES: C([O-])(O)=O.[Na+].OO.NC(N)=O.C([C:15]1[C:32]([F:33])=[CH:31][C:18]2[O:19][CH2:20][C:21](=[O:30])[N:22]([CH:23]([CH3:29])[C:24]([O:26][CH2:27][CH3:28])=[O:25])[C:17]=2[CH:16]=1)(=O)C.[C:34]([O:40]C(C(F)(F)F)=O)([C:36](F)(F)F)=[O:35]>C(Cl)Cl>[C:34]([O:40][C:15]1[C:32]([F:33])=[CH:31][C:18]2[O:19][CH2:20][C:21](=[O:30])[N:22]([CH:23]([CH3:29])[C:24]([O:26][CH2:27][CH3:28])=[O:25])[C:17]=2[CH:16]=1)(=[O:35])[CH3:36] |f:0.1,2.3|. Procedure: To a mixture of NaHCO3 (5.38 g, 64.0 mmol) and urea hydrogen peroxide (6.02 g, 64.0 mmol) in DCM (60 mL) at 0° C. was added ethyl 2-(6-acetyl-7-fluoro-3-oxo-2H-benzo[b][1,4]oxazin-4(3H)-yl)propanoate (6.6 g, 21.34 mmol). The reaction mixture was stirred for 10 min then TFAA (5.94 mL, 42.7 mmol) was added dropwise. The reaction mixture was stirred at 0° C. for 1 h and then allowed to warm to ambient temperature and stirred for 3 days. The reaction mixture was diluted with DCM (30 mL) and washed w... Reactants: O=C1CCC2=C1Cc1ccccc12, CCO, [H][H]. Product: O=C1CCC2c3ccccc3CC12. Reaction SMILES: [C:1]1(=[O:13])[CH2:2][CH2:3][C:4]2=[C:5]1[CH2:6][c:7]1[cH:8][cH:9][cH:10][cH:11][c:12]12.[CH3:16][CH2:17][OH:18].[H:14][H:15]>>[C:1]1(=[O:13])[CH2:2][CH2:3][CH:4]2[CH:5]1[CH2:6][c:7]1[cH:8][cH:9][cH:10][cH:11][c:12]12. Starting materials: CC([O-])C.[Al+3].CC([O-])C.CC([O-])C (aluminum isopropoxide), poly(ethylene brassylate), C(CCCCCCCC)(=O)O (pelargonic acid), C(CCCCCCCCCCCCCCCCC)(=O)[O-].[K+] (potassium stearate). The product is C1(CCCCCCCCCCCC(=O)OCCO1)=O (Ethylene brassylate). Isolated yield 89.3%. Reaction SMILES: C[CH:2]([CH3:4])[O-:3].[Al+3].C[CH:7]([CH3:9])[O-:8].CC(C)[O-].C(O)(=O)CCCCCCCC.[C:25]([O-:44])(=[O:43])[CH2:26][CH2:27][CH2:28][CH2:29][CH2:30][CH2:31][CH2:32][CH2:33][CH2:34][CH2:35]CCCCCCC.[K+]>>[C:2]1(=[O:3])[O:8][CH2:7][CH2:9][O:44][C:25](=[O:43])[CH2:26][CH2:27][CH2:28][CH2:29][CH2:30][CH2:31][CH2:32][CH2:33][CH2:34][CH2:35][CH2:4]1 |f:0.1.2.3,5.6|. Procedure details: Aluminum tripelargonate, obtained by reacting 0.5 mole aluminum isopropoxide and 1.5 mole pelargonic acid at 120° C., was combined with an equimolar amount, based on aluminum, of potassium stearate and the resulting mixed metal catalyst (1.7 weight percent) charged to a reactor with 76 grams poly(ethylene brassylate). The depolymerization was conducted in the usual manner. Ethylene brassylate was obtained at a rate of 42 mls/hour and yield of 89.3 percent. Starting materials: C=CC(=O)OCC, CN(C)C=O, O=Cc1ccc(Cl)c(F)c1, N#C[Na], O. Product: CCOC(=O)CCC(=O)c1ccc(Cl)c(F)c1. RXN SMILES: [C:14]([CH:15]=[CH2:16])(=[O:17])[O:18][CH2:19][CH3:20].[CH3:22][N:23]([CH3:24])[CH:25]=[O:26].[Cl:1][c:2]1[c:3]([F:10])[cH:4][c:5]([CH:6]=[O:7])[cH:8][cH:9]1.[Na:11][C:12]#[N:13].[OH2:21]>>[Cl:1][c:2]1[c:3]([F:10])[cH:4][c:5]([C:6](=[O:7])[CH2:16][CH2:15][C:14](=[O:17])[O:18][CH2:19][CH3:20])[cH:8][cH:9]1. The reactants are O=C(Nc1ccccc1)c1ccccc1Br, CN(C)C1CCCCC1, Cc1ccccc1, F[SH](Cl)C(Cl)Cl. The product is O=C(c1ccccc1Br)N(c1ccccc1)[SH](F)C(Cl)Cl. As a reaction SMILES: [Br:10][c:11]1[c:12]([C:13](=[O:14])[NH:15][c:16]2[cH:17][cH:18][cH:19][cH:20][cH:21]2)[cH:22][cH:23][cH:24][cH:25]1.[CH3:1][N:2]([CH:3]1[CH2:4][CH2:5][CH2:6][CH2:7][CH2:8]1)[CH3:9].[CH3:32][c:33]1[cH:34][cH:35][cH:36][cH:37][cH:38]1.[F:26][SH:27]([CH:28]([Cl:29])[Cl:30])[Cl:31]>>[Br:10][c:11]1[c:12]([C:13](=[O:14])[N:15]([c:16]2[cH:17][cH:18][cH:19][cH:20][cH:21]2)[SH:27]([F:26])[CH:28]([Cl:29])[Cl:30])[cH:22][cH:23][cH:24][cH:25]1. The reactants are CS(=O)(=O)OCCC(C1=CC=CC=C1)C1=C(C=CC(=C1)Br)OCC1=CC=CC=C1 (3-(2-(benzyloxy)-5-bromophenyl)-3-phenylpropyl methanesulfonate), CS(=O)(=O)OCCC(C1=CC=CC=C1)C1=C(C=CC(=C1)Br)OCC1=CC=CC=C1 (3-(2-(benzyloxy)-5-bromophenyl)-3-phenylpropyl methanesulfonate), C(C)(C)NC(C)C (diisopropyl amine). Run in O (water). The product is C(C)(C)N(C(C)C)CC[C@H](C1=CC=CC=C1)C1=C(C=CC(=C1)Br)OCC1=CC=CC=C1 ((R)—N,N-Diisopropyl-3-(2-benzyloxy-5-bromophenyl)-3-phenylpropyl amine), C(C)(C)N(C(C)C)CCC(C1=CC=CC=C1)C1=C(C=CC(=C1)Br)OCC1=CC=CC=C1 (N,N-Diisopropyl-3-(2-benzyloxy-5-bromophenyl)-3-phenylpropylamine), ( E ). Reaction SMILES: CS(O[CH2:6][CH2:7][CH:8]([C:15]1[CH:20]=[C:19]([Br:21])[CH:18]=[CH:17][C:16]=1[O:22][CH2:23][C:24]1[CH:29]=[CH:28][CH:27]=[CH:26][CH:25]=1)[C:9]1[CH:14]=[CH:13][CH:12]=[CH:11][CH:10]=1)(=O)=O.[CH:30]([NH:33][CH:34]([CH3:36])[CH3:35])([CH3:32])[CH3:31]>O>[CH:30]([N:33]([CH2:6][CH2:7][C@@H:8]([C:15]1[CH:20]=[C:19]([Br:21])[CH:18]=[CH:17][C:16]=1[O:22][CH2:23][C:24]1[CH:29]=[CH:28][CH:27]=[CH:26][CH:25]=1)[C:9]1[CH:14]=[CH:13][CH:12]=[CH:11][CH:10]=1)[CH:34]([CH3:36])[CH3:35])([CH3:32])[CH3:31].[CH:30]([N:33]([CH2:6][CH2:7][CH:8]([C:15]1[CH:20]=[C:19]([Br:21])[CH:18]=[CH:17][C:16]=1[O:22][CH2:23][C:24]1[CH:29]=[CH:28][CH:27]=[CH:26][CH:25]=1)[C:9]1[CH:14]=[CH:13][CH:12]=[CH:11][CH:10]=1)[CH:34]([CH3:36])[CH3:35])([CH3:32])[CH3:31]. Reported procedure: 100 g 3-(2-(benzyloxy)-5-bromophenyl)-3-phenylpropyl methanesulfonate of formula (D) and 400 ml diisopropyl amine and 100 ml water under closed reaction condition in SSR autoclave for 48 to 50 hours. The reaction mass was cooled to 0° C. to 5° C. followed by filtration and then washing with 25 ml water. After distillation of solvent completely under vacuum and work up with MDC and water in acidic pH and basic afforded title compound N,N-Diisopropyl-3-(2-benzyloxy-5-bromophenyl)-3-phenylpropylami... Starting materials: product, ClC1=CC(=C(C=C1OCC#C)N1C(N(C(=C1Cl)C#N)CCC)=O)F (1-(4-chloro-2-fluoro-5-propargyloxyphenyl)-5-chloro-4-cyano-3-propyl-1,3-dihydro-2 H-imidazol-2-one), [Li]C#N (LiCN). Solvent: CN(C=O)C (dimethylformamide). Conditions: temperature 120 celsius. Yields the product ClC1=CC(=C(C=C1OCC#C)N1C(N(C(=C1C#N)C#N)CCC)=O)F (1-(4-chloro-2-fluoro-5-propargyloxyphenyl)-4,5-dicyano-3-propyl-1,3-dihydro-2H-imidazol-2-one). The yield is 45.1%. RXN SMILES: [Cl:1][C:2]1[C:7]([O:8][CH2:9][C:10]#[CH:11])=[CH:6][C:5]([N:12]2[C:16](Cl)=[C:15]([C:18]#[N:19])[N:14]([CH2:20][CH2:21][CH3:22])[C:13]2=[O:23])=[C:4]([F:24])[CH:3]=1.[Li][C:26]#[N:27]>CN(C)C=O>[Cl:1][C:2]1[C:7]([O:8][CH2:9][C:10]#[CH:11])=[CH:6][C:5]([N:12]2[C:16]([C:26]#[N:27])=[C:15]([C:18]#[N:19])[N:14]([CH2:20][CH2:21][CH3:22])[C:13]2=[O:23])=[C:4]([F:24])[CH:3]=1. Procedure details: The product of Example 2, 1-(4-chloro-2-fluoro5-propargyloxyphenyl)-5-chloro-4-cyano-3-propyl-1,3-dihydro-2H-imidazol-2-one (V) (0.25 g, 0.68 mmol), was stirred in 10 mL dimethylformamide (DMF). To this mixture was added LiCN (2 mL of 0.5M in DMF, 1 mmol) and the resulting mixture was heated to 120° C. for 15 minutes. The mixture was cooled poured onto water, extracted with ethyl acetate, dried, concentrated and eluted through silica gel (50:50 ethyl acetate:hexane) to give 0.11 g of 1-(4-chloro... Starting materials: CCc1ccc(N=C=O)cc1, CCN(C(C)C)C(C)C, ClCCl, CC(C)(CN)C(=O)NCc1ccccc1Cl. The product is CCc1ccc(NC(=O)NCC(C)(C)C(=O)NCc2ccccc2Cl)cc1. RXN SMILES: [CH2:26]([CH3:27])[c:28]1[cH:29][cH:30][c:31]([N:34]=[C:35]=[O:36])[cH:32][cH:33]1.[CH:17]([N:18]([CH2:19][CH3:20])[CH:21]([CH3:22])[CH3:23])([CH3:24])[CH3:25].[Cl:37][CH2:38][Cl:39].[NH2:1][CH2:2][C:3]([C:4](=[O:5])[NH:6][CH2:7][c:8]1[c:9]([Cl:14])[cH:10][cH:11][cH:12][cH:13]1)([CH3:15])[CH3:16]>>[NH:1]([CH2:2][C:3]([C:4](=[O:5])[NH:6][CH2:7][c:8]1[c:9]([Cl:14])[cH:10][cH:11][cH:12][cH:13]1)([CH3:15])[CH3:16])[C:35]([NH:34][c:31]1[cH:30][cH:29][c:28]([CH2:26][CH3:27])[cH:33][cH:32]1)=[O:36].